Dataset: the Open Reaction Database (ORD), a public repository of structured organic reaction records. Task: describe an organic reaction: reactants, conditions, products, and yield The reactants are Cc1nn(C)c(C)c1Oc1cc(Br)cnc1Nc1nc(C2COC3(CCCCC3)O2)ns1, [K+], [K+], [K+], O=C(C=Cc1ccccc1)C=Cc1ccccc1, O=C(C=Cc1ccccc1)C=Cc1ccccc1, O=C(C=Cc1ccccc1)C=Cc1ccccc1, O, O=P([O-])([O-])[O-], [Pd], [Pd], COC(=O)CCS. Yields the product COC(=O)CCSc1cnc(Nc2nc(C3COC4(CCCCC4)O3)ns2)c(Oc2c(C)nn(C)c2C)c1. RXN SMILES: [Br:1][c:2]1[cH:3][c:4]([O:24][c:25]2[c:26]([CH3:32])[n:27][n:28]([CH3:31])[c:29]2[CH3:30])[c:5]([NH:8][c:9]2[n:10][c:11]([CH:14]3[O:15][C:16]4([O:17][CH2:18]3)[CH2:19][CH2:20][CH2:21][CH2:22][CH2:23]4)[n:12][s:13]2)[n:6][cH:7]1.[K+:38].[K+:39].[K+:40].[O:50]=[C:51]([CH:52]=[CH:53][c:54]1[cH:55][cH:56][cH:57][cH:58][cH:59]1)[CH:60]=[CH:61][c:62]1[cH:63][cH:64][cH:65][cH:66][cH:67]1.[O:68]=[C:69]([CH:70]=[CH:71][c:72]1[cH:73][cH:74][cH:75][cH:76][cH:77]1)[CH:78]=[CH:79][c:80]1[cH:81][cH:82][cH:83][cH:84][cH:85]1.[O:86]=[C:87]([CH:88]=[CH:89][c:90]1[cH:91][cH:92][cH:93][cH:94][cH:95]1)[CH:96]=[CH:97][c:98]1[cH:99][cH:100][cH:101][cH:102][cH:103]1.[OH2:104].[P:33]([O-:34])([O-:35])([O-:36])=[O:37].[Pd:48].[Pd:49].[SH:41][CH2:42][CH2:43][C:44](=[O:45])[O:46][CH3:47]>>[c:2]1([S:41][CH2:42][CH2:43][C:44](=[O:45])[O:46][CH3:47])[cH:3][c:4]([O:24][c:25]2[c:26]([CH3:32])[n:27][n:28]([CH3:31])[c:29]2[CH3:30])[c:5]([NH:8][c:9]2[n:10][c:11]([CH:14]3[O:15][C:16]4([O:17][CH2:18]3)[CH2:19][CH2:20][CH2:21][CH2:22][CH2:23]4)[n:12][s:13]2)[n:6][cH:7]1.